This data is from the Open Reaction Database (ORD), a public repository of structured organic reaction records. The task is: describe an organic reaction: reactants, conditions, products, and yield Procedure details: A mixture of N-(1-(tert-butyldimethylsilyloxy)-2-methylpropan-2-yl)-2-(6-methyl-1H-indazol-3-yl)-5-trityl-5H-pyrrolo[3,2-b]pyrazine-7-carboxamide (100 mg, 0.139 mmol), 4-(3-chloropropyl)morpholine (27 mg, 0.166 mmol) and K2CO3 (58 mg, 0.417 mmol) in dry DMF (20 mL) was heated to 90° C. for 3 hours. Product was extracted with ethyl acetate (100 mL), organic phase washed with water (3×10 mL) and brine (2×10 mL), then dried over Na2SO4, filtered and concentrated to afford N-(1-(tert-butyldimethylsi... Starting materials: [Si](C)(C)(C(C)(C)C)OCC(C)(C)NC(=O)C1=CN(C=2C1=NC(=CN2)C2=NNC1=CC(=CC=C21)C)C(C2=CC=CC=C2)(C2=CC=CC=C2)C2=CC=CC=C2 (N-(1-(tert-butyldimethylsilyloxy)-2-methylpropan-2-yl)-2-(6-methyl-1H-indazol-3-yl)-5-trityl-5H-pyrrolo[3,2-b]pyrazine-7-carboxamide), ClCCCN1CCOCC1 (4-(3-chloropropyl)morpholine), C(=O)([O-])[O-].[K+].[K+] (K2CO3). As a reaction SMILES: [Si:1]([O:8][CH2:9][C:10]([NH:13][C:14]([C:16]1[C:20]2=[N:21][C:22]([C:25]3[C:33]4[C:28](=[CH:29][C:30]([CH3:34])=[CH:31][CH:32]=4)[NH:27][N:26]=3)=[CH:23][N:24]=[C:19]2[N:18]([C:35]([C:48]2[CH:53]=[CH:52][CH:51]=[CH:50][CH:49]=2)([C:42]2[CH:47]=[CH:46][CH:45]=[CH:44][CH:43]=2)[C:36]2[CH:41]=[CH:40][CH:39]=[CH:38][CH:37]=2)[CH:17]=1)=[O:15])([CH3:12])[CH3:11])([C:4]([CH3:7])([CH3:6])[CH3:5])([CH3:3])[CH3:2].Cl[CH2:55][CH2:56][CH2:57][N:58]1[CH2:63][CH2:62][O:61][CH2:60][CH2:59]1.C([O-])([O-])=O.[K+].[K+]>CN(C=O)C>[Si:1]([O:8][CH2:9][C:10]([NH:13][C:14]([C:16]1[C:20]2=[N:21][C:22]([C:25]3[C:33]4[C:28](=[CH:29][C:30]([CH3:34])=[CH:31][CH:32]=4)[N:27]([CH2:55][CH2:56][CH2:57][N:58]4[CH2:63][CH2:62][O:61][CH2:60][CH2:59]4)[N:26]=3)=[CH:23][N:24]=[C:19]2[N:18]([C:35]([C:36]2[CH:37]=[CH:38][CH:39]=[CH:40][CH:41]=2)([C:42]2[CH:43]=[CH:44][CH:45]=[CH:46][CH:47]=2)[C:48]2[CH:49]=[CH:50][CH:51]=[CH:52][CH:53]=2)[CH:17]=1)=[O:15])([CH3:11])[CH3:12])([C:4]([CH3:6])([CH3:7])[CH3:5])([CH3:2])[CH3:3] |f:2.3.4|. Conditions: temperature 90 celsius. The yield is 80.6%. Run in CN(C)C=O (DMF). The product is [Si](C)(C)(C(C)(C)C)OCC(C)(C)NC(=O)C1=CN(C=2C1=NC(=CN2)C2=NN(C1=CC(=CC=C21)C)CCCN2CCOCC2)C(C2=CC=CC=C2)(C2=CC=CC=C2)C2=CC=CC=C2 (N-(1-(tert-butyldimethylsilyloxy)-2-methylpropan-2-yl)-2-(6-methyl-1-(3-morpholinopropyl)-1H-indazol-3-yl)-5-trityl-5H-pyrrolo[3,2-b]pyrazine-7-carboxamide).